From a dataset of the Open Reaction Database (ORD), a public repository of structured organic reaction records. describe an organic reaction: reactants, conditions, products, and yield Reported procedure: 20 parts of 3,5-dichloroquinoline-8-carbaldehyde (prepared by a method similar to that in Example 4) and 14.6 parts of 2,4-dichloroaniline in 300 parts of alcohol were refluxed for 3 hours. The solution was cooled and the precipitated product was filtered off with suction and recrystallized from methylglycol. 30 g of 3,5-dichloro-8-(2,4-dichlorophenyliminomethyl)-quinoline of melting point 156° C. were obtained. The yield corresponds to 90% of theory. As a reaction SMILES: [Cl:1][C:2]1[CH:3]=[N:4][C:5]2[C:10]([CH:11]=1)=[C:9]([Cl:12])[CH:8]=[CH:7][C:6]=2[CH:13]=O.[Cl:15][C:16]1[CH:22]=[C:21]([Cl:23])[CH:20]=[CH:19][C:17]=1[NH2:18]>>[Cl:1][C:2]1[CH:3]=[N:4][C:5]2[C:10]([CH:11]=1)=[C:9]([Cl:12])[CH:8]=[CH:7][C:6]=2[CH:13]=[N:18][C:17]1[CH:19]=[CH:20][C:21]([Cl:23])=[CH:22][C:16]=1[Cl:15]. Yields the product ClC=1C=NC2=C(C=CC(=C2C1)Cl)C=NC1=C(C=C(C=C1)Cl)Cl (3,5-dichloro-8-(2,4-dichlorophenyliminomethyl)-quinoline). Reactants: ClC=1C=NC2=C(C=CC(=C2C1)Cl)C=O (3,5-dichloroquinoline-8-carbaldehyde), ClC1=C(N)C=CC(=C1)Cl (2,4-dichloroaniline), alcohol. Starting materials: O (water), C(C)(C)(C)OC(=O)NCC=1N(C(C2=CC=C(C=C2C1C1=CC=C(C=C1)Cl)C(=O)O)=O)CC(C)C (3-[[(tert-butoxycarbonyl)amino]methyl]-4-(4-chlorophenyl)-2-isobutyl-1-oxo-1,2-dihydro-6-isoquinolinecarboxylic acid), Cl.C(C)N=C=NCCCN(C)C (1-ethyl-3-(3-dimethylaminopropyl)carbodiimide hydrochloride), [NH4+].ON1N=NC2=C1C=CC=C2 (1-hydroxybenzotriazole ammonium salt). Solvent: CN(C=O)C (N,N-dimethylformamide). Yields the product C(C)(C)(C)OC(=O)NCC=1N(C(C2=CC=C(C=C2C1C1=CC=C(C=C1)Cl)C(=O)N)=O)CC(C)C (3-[[(tert-butoxycarbonyl)amino]methyl]-4-(4-chlorophenyl)-2-isobutyl-1-oxo-1,2-dihydro-6-isoquinolinecarboxamide). Isolated yield 84.3%. As a reaction SMILES: [C:1]([O:5][C:6]([NH:8][CH2:9][C:10]1[N:11]([CH2:31][CH:32]([CH3:34])[CH3:33])[C:12](=[O:30])[C:13]2[C:18]([C:19]=1[C:20]1[CH:25]=[CH:24][C:23]([Cl:26])=[CH:22][CH:21]=1)=[CH:17][C:16]([C:27](O)=[O:28])=[CH:15][CH:14]=2)=[O:7])([CH3:4])([CH3:3])[CH3:2].Cl.C([N:38]=C=NCCCN(C)C)C.[NH4+].ON1C2C=CC=CC=2N=N1.O>CN(C)C=O>[C:1]([O:5][C:6]([NH:8][CH2:9][C:10]1[N:11]([CH2:31][CH:32]([CH3:34])[CH3:33])[C:12](=[O:30])[C:13]2[C:18]([C:19]=1[C:20]1[CH:21]=[CH:22][C:23]([Cl:26])=[CH:24][CH:25]=1)=[CH:17][C:16]([C:27]([NH2:38])=[O:28])=[CH:15][CH:14]=2)=[O:7])([CH3:4])([CH3:3])[CH3:2] |f:1.2,3.4|. Procedure details: A solution of 3-[[(tert-butoxycarbonyl)amino]methyl]-4-(4-chlorophenyl)-2-isobutyl-1-oxo-1,2-dihydro-6-isoquinolinecarboxylic acid (1.21 g, 2.5 mmol), 1-ethyl-3-(3-dimethylaminopropyl)carbodiimide hydrochloride (0.96 g, 5 mmol) and 1-hydroxybenzotriazole ammonium salt (0.76 g, 5 mmol) in N,N-dimethylformamide (10 ml) was stirred at room temperature for 2 h. The reaction mixture was poured into water and extracted with ethyl acetate. The extract was washed with brine, dried over anhydrous magnesi... Starting materials: C(C)(=O)OCC (ethyl acetate), C1(=CC=CC=C1)C1CC(C(O1)CCO)=C=C=C=C (2-(5-phenyl-3-vinylidenevinylidene-tetrahydrofuran-2-yl)ethanol), O (H2O), CuCl2. Reagents/catalysts: Cl[Pd]Cl (PdCl2). Run in CO (methanol). Reaction conditions: time 4 hour. Product: C1(=CC=CC=C1)C1CC2(C(O1)CCO2)C(C(=O)OC)=C (methyl 2-(2-phenyl-tetrahydrofuro[3,2-b]furan-3a-yl)acrylate). RXN SMILES: [C:1]1([CH:7]2[O:11][CH:10]([CH2:12][CH2:13][OH:14])[C:9](=[C:15]=[C:16]=C=C)[CH2:8]2)[CH:6]=[CH:5][CH:4]=[CH:3][CH:2]=1.O.[C:20]([O:23][CH2:24]C)(=[O:22])C>CO.Cl[Pd]Cl>[C:1]1([CH:7]2[O:11][CH:10]3[CH2:12][CH2:13][O:14][C:9]3([C:15](=[CH2:16])[C:20]([O:23][CH3:24])=[O:22])[CH2:8]2)[CH:2]=[CH:3][CH:4]=[CH:5][CH:6]=1. Reported procedure: 2-(5-phenyl-3-vinylidenevinylidene-tetrahydrofuran-2-yl)ethanol (39 mg, 0.18 mmol) was dissolved in 2 mL of methanol, and then was filled with CO gas (1 atm), followed by addition of PdCl2 (2.4 mg, 0.014 mmol) and CuCl2 (73 mg, 0.54 mmol). The solution was stirred for 4 hours at room temperature. When the reaction was completed, H2O was added and the solution was stirred for 5 minutes. The mixture was diluted with ethyl acetate, washed with H2O and NaCl. Organic layer was separated and dried wit... Starting materials: N1C=NC(=C1)C1=NC=CC(=C1)C#N (2-(1H-imidazol-4-yl)pyridine-4-carbonitrile), ClCC1CN(CCO1)C (2-(chloromethyl)-4-methylmorpholine). The product is CN1CC(OCC1)CN1C=NC(=C1)C1=NC=CC(=C1)C#N (2-{1-[(4-methylmorpholin-2-yl)methyl]-1H-imidazol-4-yl}pyridine-4-carbonitrile). As a reaction SMILES: [NH:1]1[CH:5]=[C:4]([C:6]2[CH:11]=[C:10]([C:12]#[N:13])[CH:9]=[CH:8][N:7]=2)[N:3]=[CH:2]1.Cl[CH2:15][CH:16]1[O:21][CH2:20][CH2:19][N:18]([CH3:22])[CH2:17]1>>[CH3:22][N:18]1[CH2:19][CH2:20][O:21][CH:16]([CH2:15][N:1]2[CH:5]=[C:4]([C:6]3[CH:11]=[C:10]([C:12]#[N:13])[CH:9]=[CH:8][N:7]=3)[N:3]=[CH:2]2)[CH2:17]1. Procedure details: The title compound was prepared from 2-(1H-imidazol-4-yl)pyridine-4-carbonitrile and 2-(chloromethyl)-4-methylmorpholine according to the procedure for the preparation of Example 43, part A (heating to 120°). [M+H] Calc'd for C15H17N5O, 284. Found, 284. Reactants: C(=O)C=1C2=CC3=C(C(OC3O)=O)C=C2C=CC1 (5-formyl-3-hydroxynaphtho[2,3-c]furan-1(3H)-one), CC(=O)OC(=O)C (Ac2O). Run in [Cl-].[Na+].O (brine). Conditions: time 18 hour. Product: C(C)(=O)OC1C2=C(C(O1)=O)C=C1C=CC=C(C1=C2)C=O (3-Acetoxy-5-formylnaphtho[2,3-c]furan-1(3H)-one). Isolated yield 44.6%. RXN SMILES: [CH:1]([C:3]1[C:4]2[C:14]([CH:15]=[CH:16][CH:17]=1)=[CH:13][C:7]1[C:8](=[O:12])[O:9][CH:10]([OH:11])[C:6]=1[CH:5]=2)=[O:2].[CH3:18][C:19](OC(C)=O)=[O:20]>[Cl-].[Na+].O>[C:19]([O:11][CH:10]1[O:9][C:8](=[O:12])[C:7]2[CH:13]=[C:14]3[C:4](=[CH:5][C:6]1=2)[C:3]([CH:1]=[O:2])=[CH:17][CH:16]=[CH:15]3)(=[O:20])[CH3:18] |f:2.3.4|. Procedure: To a solution of 5-formyl-3-hydroxynaphtho[2,3-c]furan-1(3H)-one (190 mg, 0.83 mmol) pyridine (1.66 mL) at rt was added Ac2O (126 mg, 0.117 mL, 1.25 mmol). The solution was stirred at rt for 18 hours and then poured into brine and extracted with EtOAc. The extract was dried over MgSO4 and concentrated The crude material was chromatographed on silica get (3:1 hexanes:EtOAc) to give the title compound (100 mg, 44%). Starting materials: IC=1C=CC(=C(C#N)C1)OCCN1CCCC1 (5-iodo-2-(2-pyrrolidin-1-yl-ethoxy)-benzonitrile), ClC1=CC=C(C=C1)C=1C=CC(=NC1)C#C (5-(4-chloro-phenyl)-2-ethynyl-pyridine). Product: ClC1=CC=C(C=C1)C=1C=CC(=NC1)C#CC=1C=CC(=C(C#N)C1)OCCN1CCCC1 (5-[5-(4-chloro-phenyl)-pyridin-2-ylethynyl]-2-(2-pyrrolidin-1-yl-ethoxy)-benzonitrile). Procedure: Prepared according to general working method I from 5-iodo-2-(2-pyrrolidin-1-yl-ethoxy)-benzonitrile (300 mg, 0.88 mmol) and 5-(4-chloro-phenyl)-2-ethynyl-pyridine (206 mg, 0.97 mmol). RXN SMILES: I[C:2]1[CH:3]=[CH:4][C:5]([O:10][CH2:11][CH2:12][N:13]2[CH2:17][CH2:16][CH2:15][CH2:14]2)=[C:6]([CH:9]=1)[C:7]#[N:8].[Cl:18][C:19]1[CH:24]=[CH:23][C:22]([C:25]2[CH:26]=[CH:27][C:28]([C:31]#[CH:32])=[N:29][CH:30]=2)=[CH:21][CH:20]=1>>[Cl:18][C:19]1[CH:20]=[CH:21][C:22]([C:25]2[CH:26]=[CH:27][C:28]([C:31]#[C:32][C:2]3[CH:3]=[CH:4][C:5]([O:10][CH2:11][CH2:12][N:13]4[CH2:17][CH2:16][CH2:15][CH2:14]4)=[C:6]([CH:9]=3)[C:7]#[N:8])=[N:29][CH:30]=2)=[CH:23][CH:24]=1.